From a dataset of the Open Reaction Database (ORD), a public repository of structured organic reaction records. describe an organic reaction: reactants, conditions, products, and yield Solvent: FC(C(=O)O)(F)F (trifluoroacetic acid). RXN SMILES: [Cl:1][C:2]1[CH:24]=[CH:23][CH:22]=[CH:21][C:3]=1[CH2:4][N:5]1[C:13]2[C:8](=[CH:9][CH:10]=[C:11]([C:14]([O:16][CH3:17])=[O:15])[CH:12]=2)[CH:7]=[C:6]1[CH2:18][CH2:19][CH3:20].[N+:25]([O-])([OH:27])=[O:26]>FC(F)(F)C(O)=O>[Cl:1][C:2]1[CH:24]=[CH:23][CH:22]=[CH:21][C:3]=1[CH2:4][N:5]1[C:13]2[C:8](=[CH:9][CH:10]=[C:11]([C:14]([O:16][CH3:17])=[O:15])[CH:12]=2)[C:7]([N+:25]([O-:27])=[O:26])=[C:6]1[CH2:18][CH2:19][CH3:20]. The product is ClC1=C(CN2C(=C(C3=CC=C(C=C23)C(=O)OC)[N+](=O)[O-])CCC)C=CC=C1 (methyl 1-(2-chlorobenzyl)-3-nitro-2-propylindole-6-carboxylate). Conditions: temperature 0 celsius, time 30 minute. Procedure: To a solution of methyl 1-(2-chlorobenzyl)-2-propylindole-6-carboxylate (200 mg) in trifluoroacetic acid (2 ml) was added concentrated nitric acid (0.3 ml) at 0° C. After stirred at 0° C. for 30 minutes, the reaction mixture was partitioned between ethyl acetate and water. The organic layer was washed with aqueous sodium bicarbonate, water and brine, dried over magnesium sulfate, and evaporated in vacuo. The residue was purified by preparative thin layer chromatography on silica gel eluting with... Starting materials: ClC1=C(CN2C(=CC3=CC=C(C=C23)C(=O)OC)CCC)C=CC=C1 (methyl 1-(2-chlorobenzyl)-2-propylindole-6-carboxylate), [N+](=O)(O)[O-] (nitric acid).